This data is from the Open Reaction Database (ORD), a public repository of structured organic reaction records. The task is: describe an organic reaction: reactants, conditions, products, and yield The reactants are CN(/C=C/C(=O)C1=NN(C=CC1=O)C1=CC(=CC=C1)S(=O)(=O)C)C (3-((E)-3-dimethylamino-acryloyl)-1-(3-methansulfonyl-phenyl)-1H-pyridazin-4-one), CC1=C(C=CC=C1C)NN ((2,3-dimethyl-phenyl)-hydrazine). Yields the product CC1=C(C=CC=C1C)N1N=CC=C1C1=NN(C=CC1=O)C1=CC(=CC=C1)S(=O)(=O)C (3-[2-(2,3-Dimethyl-phenyl)-2H-pyrazol-3-yl]-1-(3-methanesulfonyl-phenyl)-1H-pyridazin-4-one). As a reaction SMILES: C[N:2](C)/[CH:3]=[CH:4]/[C:5]([C:7]1[C:12](=[O:13])[CH:11]=[CH:10][N:9]([C:14]2[CH:19]=[CH:18][CH:17]=[C:16]([S:20]([CH3:23])(=[O:22])=[O:21])[CH:15]=2)[N:8]=1)=O.[CH3:25][C:26]1[C:31]([CH3:32])=[CH:30][CH:29]=[CH:28][C:27]=1[NH:33]N>>[CH3:25][C:26]1[C:31]([CH3:32])=[CH:30][CH:29]=[CH:28][C:27]=1[N:33]1[C:5]([C:7]2[C:12](=[O:13])[CH:11]=[CH:10][N:9]([C:14]3[CH:19]=[CH:18][CH:17]=[C:16]([S:20]([CH3:23])(=[O:22])=[O:21])[CH:15]=3)[N:8]=2)=[CH:4][CH:3]=[N:2]1. Procedure: Reaction of 3-((E)-3-dimethylamino-acryloyl)-1-(3-methansulfonyl-phenyl)-1H-pyridazin-4-one (A-7) and (2,3-dimethyl-phenyl)-hydrazine according to example 43 gave the desired product. MS: M=421.3 (M+H)+ Reactants: ClC=1C=C(CN2C(N(C3=CC=CC=C3C2=S)CC(=O)OCC)=S)C=CC1Cl (ethyl 2-[3-(3,4-dichlorobenzyl)-1,2,3,4-tetrahydro-2,4-dithioxoquinazolin-1-yl]acetate), [OH-].[Na+] (sodium hydroxide), O1CCCC1 (tetrahydrofuran), Cl (hydrochloric acid). Run in C(C)(=O)OCC (ethyl acetate). Run at time 20 hour. Product: ClC=1C=C(CN2C(N(C3=CC=CC=C3C2=S)CC(=O)O)=S)C=CC1Cl (2-[3-(3,4-dichlorobenzyl)-1,2,3,4-tetrahydro-2,4-dithioxoquinazolin-1-yl]acetic acid). Yield: 45.2%. As a reaction SMILES: [Cl:1][C:2]1[CH:3]=[C:4]([CH:24]=[CH:25][C:26]=1[Cl:27])[CH2:5][N:6]1[C:15](=[S:16])[C:14]2[C:9](=[CH:10][CH:11]=[CH:12][CH:13]=2)[N:8]([CH2:17][C:18]([O:20]CC)=[O:19])[C:7]1=[S:23].[OH-].[Na+].O1CCCC1.Cl>C(OCC)(=O)C>[Cl:1][C:2]1[CH:3]=[C:4]([CH:24]=[CH:25][C:26]=1[Cl:27])[CH2:5][N:6]1[C:15](=[S:16])[C:14]2[C:9](=[CH:10][CH:11]=[CH:12][CH:13]=2)[N:8]([CH2:17][C:18]([OH:20])=[O:19])[C:7]1=[S:23] |f:1.2|. Reported procedure: A mixture of ethyl 2-[3-(3,4-dichlorobenzyl)-1,2,3,4-tetrahydro-2,4-dithioxoquinazolin-1-yl]acetate (85 mg), 1N aqueous sodium hydroxide (0.5 ml) and tetrahydrofuran (1 ml) was stirred at room temperature for 20 hours. The reaction mixture was poured into a mixture of ethyl acetate and 0.5N hydrochloric acid. The organic layer was separated, washed with water and brine, and dried over magnesium sulfate. The solvent was removed and the residue was crystallized from chloroform to give 2-[3-(3,4-di... Starting materials: CC(C)(C)N, ClCCl, O=C(O)c1ccc(Cl)cc1F, Cl, O, On1nnc2ccccc21. The product is CC(C)(C)NC(=O)c1ccc(Cl)cc1F. RXN SMILES: [C:12]([CH3:13])([CH3:14])([CH3:15])[NH2:16].[CH2:28]([Cl:29])[Cl:30].[Cl:1][c:2]1[cH:3][c:4]([F:11])[c:5]([C:6](=[O:7])[OH:8])[cH:9][cH:10]1.[ClH:27].[OH2:31].[OH:17][n:18]1[c:19]2[c:20]([cH:21][cH:22][cH:23][cH:24]2)[n:25][n:26]1>>[Cl:1][c:2]1[cH:3][c:4]([F:11])[c:5]([C:6](=[O:8])[NH:16][C:12]([CH3:13])([CH3:14])[CH3:15])[cH:9][cH:10]1. Reactants: Cl(=O)(=O)(=O)[O-].CSC=1N(C2=C([N+]1C)C=CC=C2)C (2-methylmercapto-1,3-dimethylbenzimidazolium perchlorate), N1CCCCC1 (piperidine). The solvent is O1CCOCC1 (dioxane). Product: Cl(=O)(=O)(=O)[O-].N1C(CCCC1)C=1N(C2=C([N+]1C)C=CC=C2)C (2-Piperidyl-1,3-dimethylbenzimidazolium perchlorate). Reaction SMILES: [Cl:1]([O-:5])(=[O:4])(=[O:3])=[O:2].CS[C:8]1[N:9]([CH3:18])[C:10]2[CH:17]=[CH:16][CH:15]=[CH:14][C:11]=2[N+:12]=1[CH3:13].[NH:19]1[CH2:24][CH2:23][CH2:22][CH2:21][CH2:20]1>O1CCOCC1>[Cl:1]([O-:5])(=[O:4])(=[O:3])=[O:2].[NH:19]1[CH2:24][CH2:23][CH2:22][CH2:21][CH:20]1[C:8]1[N:9]([CH3:18])[C:10]2[CH:17]=[CH:16][CH:15]=[CH:14][C:11]=2[N+:12]=1[CH3:13] |f:0.1,4.5|. Reported procedure: Heat 0.01 mol of 2-methylmercapto-1,3-dimethylbenzimidazolium perchlorate with 0.01 mol of piperidine for 4th at reflux in 250 ml of dioxane. Remove the solids by suction and recrystallise from ethanol. Starting materials: ClC=1C=C(C=CC1Cl)NC=1C2=C(N=CN1)SC1=C2CNC1 (N-(3,4-Dichlorophenyl)-6,7-dihydro-5H-pyrrolo[3′,4′:4,5]thieno[2,3-d]pyrimidin-4-amine), Cl.CN(C/C=C/C(=O)O)C(C)C ((2E)-4-[methyl(1-methylethyl)amino]but-2-enoic acid hydrochloride). Product: ClC=1C=C(C=CC1Cl)NC=1C2=C(N=CN1)SC1=C2CN(C1)C(\C=C\CN(C)C(C)C)=O (N-(3,4-Dichlorophenyl)-6-{(2E)-4-[isopropyl(methyl)amino]but-2-enoyl}-6,7-dihydro-5H-pyrrolo[3′,4′:4,5]thieno[2,3-d]pyrimidin-4-amine). As a reaction SMILES: [Cl:1][C:2]1[CH:3]=[C:4]([NH:9][C:10]2[C:11]3[C:18]4[CH2:19][NH:20][CH2:21][C:17]=4[S:16][C:12]=3[N:13]=[CH:14][N:15]=2)[CH:5]=[CH:6][C:7]=1[Cl:8].Cl.[CH3:23][N:24]([CH:31]([CH3:33])[CH3:32])[CH2:25]/[CH:26]=[CH:27]/[C:28](O)=[O:29]>>[Cl:1][C:2]1[CH:3]=[C:4]([NH:9][C:10]2[C:11]3[C:18]4[CH2:19][N:20]([C:28](=[O:29])/[CH:27]=[CH:26]/[CH2:25][N:24]([CH:31]([CH3:33])[CH3:32])[CH3:23])[CH2:21][C:17]=4[S:16][C:12]=3[N:13]=[CH:14][N:15]=2)[CH:5]=[CH:6][C:7]=1[Cl:8] |f:1.2|. Procedure details: In analogy to Example 89, the title compound was prepared from N-(3,4-dichlorophenyl)-6,7-dihydro-5H-pyrrolo[3′,4′:4,5]thieno[2,3-d]pyrimidin-4-amine from Example 25A (65 mg, 0.19 mmol) and (2E)-4-[methyl(1-methylethyl)amino]but-2-enoic acid hydrochloride from Example 2A (52 mg, 0.27 mmol) to yield 34 mg (37%). Reactants: C(C)OC(NC1=C(C=CC=C1C1CN(CCC1)C(C(F)(F)F)=O)N)=O (Ethyl-[2-amino-6-[1-(trifluoroacetyl)-3-piperidinyl]-phenyl]-carbamate). Solvent: CO (methanol), O (water), [OH-].[K+] (potassium hydroxide). The product is N1CC(CCC1)C1=CC=CC=2NC(NC21)=O (1,3-dihydro-4-(3-piperidinyl)-2H-benzimidazol-2-one). Isolated yield 50.9%. As a reaction SMILES: C([O:3][C:4](=O)[NH:5][C:6]1[C:11]([CH:12]2[CH2:17][CH2:16][CH2:15][N:14](C(=O)C(F)(F)F)[CH2:13]2)=[CH:10][CH:9]=[CH:8][C:7]=1[NH2:24])C>CO.O.[OH-].[K+]>[NH:14]1[CH2:15][CH2:16][CH2:17][CH:12]([C:11]2[C:6]3[NH:5][C:4](=[O:3])[NH:24][C:7]=3[CH:8]=[CH:9][CH:10]=2)[CH2:13]1 |f:3.4|. Reported procedure: 4 g of the product of Step E in 80 ml of methanol, 16 ml of water and 16 ml of potassium hydroxide were taken to 80° C. for 4 hours with stirring under an inert atmosphere. After evaporating the methanol under reduced pressure, adding 30 ml of water, adjusting the pH to 6-8 by acetic acid and taking to dryness under reduced pressure, the residue was purified by chromatography on silica, (eluent: methylene chloride-methanol-triethylamine (6-3-1) to obtain 2.15 g of crude product. The latter was t... Isolated yield 87.6%. Procedure: A mixture of methanesulfonic acid 2-{1-[1-(4-bromo-2,6-dimethyl-phenyl)-3,6-dimethyl-1H-pyrrolo[2,3-b]pyridin-4-yl]-piperidin-4-yl}-ethyl ester (0.70 g) and NaI (0.59 g) in acetone (14 mL) was heated at reflux for 3 hours. After cooling to room temperature, water was added and the mixture was extracted with ethyl acetate. The organic phase was washed with water, dried over Na2SO4 and filtered. The filtrate was concentrated under reduced pressure. The residue was purified with column chromatograp... Solvent: CC(=O)C (acetone). Reaction SMILES: [Br:1][C:2]1[CH:7]=[C:6]([CH3:8])[C:5]([N:9]2[C:13]3=[N:14][C:15]([CH3:31])=[CH:16][C:17]([N:18]4[CH2:23][CH2:22][CH:21]([CH2:24][CH2:25]OS(C)(=O)=O)[CH2:20][CH2:19]4)=[C:12]3[C:11]([CH3:32])=[CH:10]2)=[C:4]([CH3:33])[CH:3]=1.[Na+].[I-:35].O>CC(C)=O>[Br:1][C:2]1[CH:7]=[C:6]([CH3:8])[C:5]([N:9]2[C:13]3=[N:14][C:15]([CH3:31])=[CH:16][C:17]([N:18]4[CH2:23][CH2:22][CH:21]([CH2:24][CH2:25][I:35])[CH2:20][CH2:19]4)=[C:12]3[C:11]([CH3:32])=[CH:10]2)=[C:4]([CH3:33])[CH:3]=1 |f:1.2|. The product is BrC1=CC(=C(C(=C1)C)N1C=C(C=2C1=NC(=CC2N2CCC(CC2)CCI)C)C)C (1-(4-bromo-2,6-dimethyl-phenyl)-4-[4-(2-iodo-ethyl)-piperidin-1-yl]-3,6-dimethyl-1H-pyrrolo[2,3-b]pyridine). Reactants: BrC1=CC(=C(C(=C1)C)N1C=C(C=2C1=NC(=CC2N2CCC(CC2)CCOS(=O)(=O)C)C)C)C (methanesulfonic acid 2-{1-[1-(4-bromo-2,6-dimethyl-phenyl)-3,6-dimethyl-1H-pyrrolo[2,3-b]pyridin-4-yl]-piperidin-4-yl}-ethyl ester), [Na+].[I-] (NaI), O (water).